This data is from the Open Reaction Database (ORD), a public repository of structured organic reaction records. The task is: describe an organic reaction: reactants, conditions, products, and yield Reactants: BrC1=C(C=C(C=C1)C(F)(F)F)[C@H](CCCC=C)NC(OCC1=CC=CC=C1)=O (benzyl {(1S)-1-[2-bromo-5-(trifluoromethyl)phenyl]hex-5-en-1-yl}carbamate), C(=C)C1=CC(=CC(=C1)C(F)(F)F)C(F)(F)F (1-ethenyl-3,5-bis(trifluoromethyl)benzene). The reagents and catalysts are CC1=C(C(=CC(=C1)C)C)N1C(N(CC1)C1=C(C=C(C=C1C)C)C)=[Ru-4](=CC1=C(C=CC(=C1)S(=O)(=O)N(C)C)OC(C)C)(Cl)Cl (1,3-bis(2,4,6-trimethylphenyl)-4,5-dihydroimidazol-2-ylidene[2-(i-propoxy)-5-(N,N-dimethylaminosulfonyl)phenyl]methyleneruthenium(II)dichloride). Run in ClCCl (dichloromethane). Conditions: temperature 60 celsius. Product: FC(C=1C=C(C=C(C1)C(F)(F)F)/C=C/CCC[C@H](C1=C(C=CC(=C1)C(F)(F)F)Br)NC(OCC1=CC=CC=C1)=O)(F)F (benzyl {(1R,5E)-6-[3,5-bis(trifluoromethyl)phenyl]-1-[2-bromo-5-(trifluoromethyl)phenyl]hex-5-en-1-yl}carbamate). The yield is 90.9%. RXN SMILES: [Br:1][C:2]1[CH:7]=[CH:6][C:5]([C:8]([F:11])([F:10])[F:9])=[CH:4][C:3]=1[C@@H:12]([NH:18][C:19](=[O:28])[O:20][CH2:21][C:22]1[CH:27]=[CH:26][CH:25]=[CH:24][CH:23]=1)[CH2:13][CH2:14][CH2:15][CH:16]=[CH2:17].C([C:31]1[CH:36]=[C:35]([C:37]([F:40])([F:39])[F:38])[CH:34]=[C:33]([C:41]([F:44])([F:43])[F:42])[CH:32]=1)=C>CC1C=C(C)C=C(C)C=1N1CCN(C2C(C)=CC(C)=CC=2C)C1=[Ru-4](Cl)(Cl)=CC1C=C(S(N(C)C)(=O)=O)C=CC=1OC(C)C.ClCCl>[F:38][C:37]([F:39])([F:40])[C:35]1[CH:36]=[C:31](/[CH:17]=[CH:16]/[CH2:15][CH2:14][CH2:13][C@@H:12]([NH:18][C:19](=[O:28])[O:20][CH2:21][C:22]2[CH:23]=[CH:24][CH:25]=[CH:26][CH:27]=2)[C:3]2[CH:4]=[C:5]([C:8]([F:11])([F:10])[F:9])[CH:6]=[CH:7][C:2]=2[Br:1])[CH:32]=[C:33]([C:41]([F:42])([F:43])[F:44])[CH:34]=1. Procedure: To a 100 mL RBF equipped with a reflux condenser was added benzyl {(1S)-1-[2-bromo-5-(trifluoromethyl)phenyl]hex-5-en-1-yl}carbamate (1.5 g, 3.29 mmol), 1-ethenyl-3,5-bis(trifluoromethyl)benzene (1.58 g, 6.57 mmol) and dichloromethane (10 mL). The system was flushed with nitrogen and 1,3-bis(2,4,6-trimethylphenyl)-4,5-dihydroimidazol-2-ylidene[2-(i-propoxy)-5-(N,N-dimethylaminosulfonyl)phenyl]methyleneruthenium(II)dichloride (41 mg, 0.57 mmol) was added before heating at 60° C. for 20 min. The r... Starting materials: C1(=CC=C(C=C1)C1C(OC(C1)OC)OC)C1=CC=CC=C1 (3-biphenyl-4-yl-2,5-dimethoxy-tetrahydrofuran), COC1OC(C=C1C1=CC=C(C=C1)C1=CC=C(C=C1)C#N)OC (4′-(2,5-dimethoxy-2,5-dihydro-furan-3-yl)-biphenyl-4-carbonitrile). Run at time 2 hour. The product is COC1OC(CC1C1=CC=C(C=C1)C1=CC=C(C=C1)C#N)OC (4′-(2,5-dimethoxy-tetrahydrofuran-3-yl)-biphenyl-4-carbonitrile). Isolated yield 99.3%. RXN SMILES: C1(C2C=CC=CC=2)C=CC(C2CC(OC)OC2OC)=CC=1.[CH3:22][O:23][CH:24]1[C:28]([C:29]2[CH:34]=[CH:33][C:32]([C:35]3[CH:40]=[CH:39][C:38]([C:41]#[N:42])=[CH:37][CH:36]=3)=[CH:31][CH:30]=2)=[CH:27][CH:26]([O:43][CH3:44])[O:25]1>>[CH3:22][O:23][CH:24]1[CH:28]([C:29]2[CH:30]=[CH:31][C:32]([C:35]3[CH:40]=[CH:39][C:38]([C:41]#[N:42])=[CH:37][CH:36]=3)=[CH:33][CH:34]=2)[CH2:27][CH:26]([O:43][CH3:44])[O:25]1. Reported procedure: As described in Example 1(a) for the preparation of 3-biphenyl-4-yl-2,5-dimethoxy-tetrahydrofuran, 4′-(2,5-dimethoxy-2,5-dihydro-furan-3-yl)-biphenyl-4-carbonitrile (260 mg, 0.846 mmol) was reduced in 2 hours to give 260 mg (99%) of 4′-(2,5-dimethoxy-tetrahydrofuran-3-yl)-biphenyl-4-carbonitrile as a white solid, mp 149-50° C., which was used without further purification. Starting materials: OCC=1C=C(C=C(C(=O)NN)C1)C(=O)NN (5-Hydroxymethylisophthalic Acid Dihydrazide), C(C)(C)NC(C)C (diisopropylamine), C(C1=CC=CC=C1)(C1=CC=CC=C1)(C1=CC=CC=C1)Cl (trityl chloride). Run in CN(C)C=O (DMF). Reaction conditions: time 2.5 hour. The product is C(C1=CC=CC=C1)(C1=CC=CC=C1)(C1=CC=CC=C1)NNC(C1=CC(C(=O)NNC(C2=CC=CC=C2)(C2=CC=CC=C2)C2=CC=CC=C2)=CC(=C1)CO)=O (5-Hydroxymethylisopthalic acid bis(N′-tritylhydrazide)). RXN SMILES: [OH:1][CH2:2][C:3]1[CH:4]=[C:5]([C:13]([NH:15][NH2:16])=[O:14])[CH:6]=[C:7]([CH:12]=1)[C:8]([NH:10][NH2:11])=[O:9].C(N[CH:21]([CH3:23])[CH3:22])(C)C.[C:24](Cl)([C:37]1[CH:42]=[CH:41][CH:40]=[CH:39][CH:38]=1)([C:31]1[CH:36]=[CH:35][CH:34]=[CH:33][CH:32]=1)[C:25]1[CH:30]=[CH:29][CH:28]=[CH:27][CH:26]=1>CN(C=O)C>[C:24]([NH:11][NH:10][C:8](=[O:9])[C:7]1[CH:12]=[C:3]([CH2:2][OH:1])[CH:4]=[C:5]([C:13]([NH:15][NH:16][C:24]([C:22]2[CH:21]=[CH:23][CH:42]=[CH:37][CH:38]=2)([C:25]2[CH:30]=[CH:29][CH:28]=[CH:27][CH:26]=2)[C:31]2[CH:36]=[CH:35][CH:34]=[CH:33][CH:32]=2)=[O:14])[CH:6]=1)([C:37]1[CH:42]=[CH:41][CH:40]=[CH:39][CH:38]=1)([C:31]1[CH:36]=[CH:35][CH:34]=[CH:33][CH:32]=1)[C:25]1[CH:30]=[CH:29][CH:28]=[CH:27][CH:26]=1. Reported procedure: To a solution of 2.0 g (8.92 mmol) of dihydrazide 2 in 20 ml of DMF was added 9.1 ml (53.5 mmol) of diisopropylamine and 5.6 g (19.6 mmol) of trityl chloride. The mixture was stirred for 2.5 hours, concentrated, and crystallized in 100 ml ethyl acetate. The product was filtered, washed with cold ethanol, dried under low vacuum at 40° C. for 18 h o yield 5.2 g (82%) of 3: 1H-NMR (DMSO-d6,) 9.36 (d, J=7.4 Hz, 2H), 7.47–7.17 (m, 33H), 6.12 (d, J=7.4 Hz, 2H), 5.28 (t, J=5.7 Hz, 1H), 4.41 (d, J=5.7 H... Starting materials: N12CCOCCOCCN(CCNCCNCC1)CCNCCNCC2 (4,7-dioxa-1,10,13,16,21,24-hexaazabicyclo[8,8,8]hexacosane), compound, C(OC)(=O)Cl (methyl chlorocarbonate). The product is C(=O)(OC)N1CCN2CCOCCOCCN(CCN(CC1)C(=O)OC)CCN(CCN(CC2)C(=O)OC)C(=O)OC (13,16,21,24-tetracarbomethoxy-4,7-dioxa-1,10,13,16,21,24-hexaazabicyclo[8,8,8]hexacosane). RXN SMILES: [N:1]12[CH2:26][CH2:25][NH:24][CH2:23][CH2:22][NH:21][CH2:20][CH2:19][N:10]([CH2:11][CH2:12][NH:13][CH2:14][CH2:15][NH:16][CH2:17][CH2:18]1)[CH2:9][CH2:8][O:7][CH2:6][CH2:5][O:4][CH2:3][CH2:2]2.[C:27](Cl)(=[O:30])[O:28][CH3:29]>>[C:27]([N:24]1[CH2:23][CH2:22][N:21]([C:27]([O:28][CH3:29])=[O:30])[CH2:20][CH2:19][N:10]2[CH2:11][CH2:12][N:13]([C:27]([O:28][CH3:29])=[O:30])[CH2:14][CH2:15][N:16]([C:27]([O:28][CH3:29])=[O:30])[CH2:17][CH2:18][N:1]([CH2:2][CH2:3][O:4][CH2:5][CH2:6][O:7][CH2:8][CH2:9]2)[CH2:26][CH2:25]1)([O:28][CH3:29])=[O:30]. Procedure: In a manner similar to that described in Example 7, treat 4,7-dioxa-1,10,13,16,21,24-hexaazabicyclo[8,8,8]hexacosane (compound of Example 70C) with methyl chlorocarbonate to obtain 13,16,21,24-tetracarbomethoxy-4,7-dioxa-1,10,13,16,21,24-hexaazabicyclo[8,8,8]hexacosane as a viscous liquid.